From a dataset of the Open Reaction Database (ORD), a public repository of structured organic reaction records. describe an organic reaction: reactants, conditions, products, and yield Reactants: CO, CCN(C(C)C)C(C)C, O=C(Cl)C(=O)Cl, O=C(O)c1cc(O)cc(Cl)c1, ClCCl, N, CN(C)C=O. The product is NC(=O)c1cc(O)cc(Cl)c1. Reaction SMILES: [CH3:31][OH:32].[CH:19]([N:22]([CH2:20][CH3:21])[CH:23]([CH3:24])[CH3:25])([CH3:26])[CH3:27].[Cl:12][C:13]([C:14]([Cl:15])=[O:16])=[O:17].[Cl:1][c:2]1[cH:3][c:4]([C:5](=[O:6])[OH:7])[cH:8][c:9]([OH:11])[cH:10]1.[Cl:28][CH2:29][Cl:30].[NH3:18].[O:33]=[CH:34][N:35]([CH3:36])[CH3:37]>>[Cl:1][c:2]1[cH:3][c:4]([C:5](=[O:6])[NH2:22])[cH:8][c:9]([OH:11])[cH:10]1. Reactants: [N-]=[N+]=NCCOCCOCCOCCOCCOCCNC(=O)COCC(=O)O, O. The product is NCCOCCOCCOCCOCCOCCNC(=O)COCC(=O)O. RXN SMILES: [N:1](=[N+:2]=[N-:3])[CH2:4][CH2:5][O:6][CH2:7][CH2:8][O:9][CH2:10][CH2:11][O:12][CH2:13][CH2:14][O:15][CH2:16][CH2:17][O:18][CH2:19][CH2:20][NH:21][C:22]([CH2:23][O:24][CH2:25][C:26](=[O:27])[OH:28])=[O:29].[OH2:30]>>[NH2:1][CH2:4][CH2:5][O:6][CH2:7][CH2:8][O:9][CH2:10][CH2:11][O:12][CH2:13][CH2:14][O:15][CH2:16][CH2:17][O:18][CH2:19][CH2:20][NH:21][C:22]([CH2:23][O:24][CH2:25][C:26](=[O:27])[OH:28])=[O:29]. The reactants are ClC1=CC=C(CNC(=O)C=2C(C3=C(N(C2)C)OC(=C3)CCl)=O)C=C1 (N-(4-chlorobenzyl)-2-(chloromethyl)-7-methyl-4-oxo-4,7-dihydrofuro[2,3-b]pyridine-5-carboxamide), O1C(=CC=C1)C(O)C1NCCC1 (2-furyl(pyrrolidin-2-yl)methanol). The product is ClC1=CC=C(CNC(=O)C=2C(C3=C(N(C2)C)OC(=C3)CN3[C@H](CCC3)[C@@H](O)C=3OC=CC3)=O)C=C1 (N-(4-Chlorobenzyl)-2-(((2R*)-2-((R*)-2-furyl(hydroxy)methyl)pyrrolidin-1-yl)methyl)-7-methyl-4-oxo-4,7-dihydrofuro[2,3-b]-pyridine-5-carboxamide). RXN SMILES: [Cl:1][C:2]1[CH:24]=[CH:23][C:5]([CH2:6][NH:7][C:8]([C:10]2[C:11](=[O:22])[C:12]3[CH:19]=[C:18]([CH2:20]Cl)[O:17][C:13]=3[N:14]([CH3:16])[CH:15]=2)=[O:9])=[CH:4][CH:3]=1.[O:25]1[CH:29]=[CH:28][CH:27]=[C:26]1[CH:30]([CH:32]1[CH2:36][CH2:35][CH2:34][NH:33]1)[OH:31]>>[Cl:1][C:2]1[CH:24]=[CH:23][C:5]([CH2:6][NH:7][C:8]([C:10]2[C:11](=[O:22])[C:12]3[CH:19]=[C:18]([CH2:20][N:33]4[CH2:34][CH2:35][CH2:36][C@@H:32]4[C@H:30]([C:26]4[O:25][CH:29]=[CH:28][CH:27]=4)[OH:31])[O:17][C:13]=3[N:14]([CH3:16])[CH:15]=2)=[O:9])=[CH:4][CH:3]=1. Procedure details: Analogous to the procedures described in Example 59, N-(4-chlorobenzyl)-2-(chloromethyl)-7-methyl-4-oxo-4,7-dihydrofuro[2,3-b]pyridine-5-carboxamide (Example 2) is treated with 2-furyl(pyrrolidin-2-yl)methanol (Preparation 73) to afford the title compound. Starting materials: CCCCCCCCC(C)O, CN(C)C=O, [Cl-], CCOc1ncnc(Cl)c1OC, [H-], [H][H], [NH4+], [Na+]. Product: CCCCCCCCC(C)Oc1ncnc(OCC)c1OC. Reaction SMILES: [CH3:1][CH:2]([CH2:3][CH2:4][CH2:5][CH2:6][CH2:7][CH2:8][CH2:9][CH3:10])[OH:11].[CH3:30][N:31]([CH3:32])[CH:33]=[O:34].[Cl-:28].[Cl:16][c:17]1[n:18][cH:19][n:20][c:21]([O:25][CH2:26][CH3:27])[c:22]1[O:23][CH3:24].[H-:12].[H:14][H:15].[NH4+:29].[Na+:13]>>[CH3:1][CH:2]([CH2:3][CH2:4][CH2:5][CH2:6][CH2:7][CH2:8][CH2:9][CH3:10])[O:11][c:17]1[n:18][cH:19][n:20][c:21]([O:25][CH2:26][CH3:27])[c:22]1[O:23][CH3:24]. The reactants are CC(=O)[O-], CC(=O)[O-], CCc1ncc(-c2cc(-c3cccnc3)cc3nc(N)nn23)s1, CCN=C=O, CCCC[Sn+2]CCCC, Cc1ccccc1. Product: CCNC(=O)Nc1nc2cc(-c3cccnc3)cc(-c3cnc(CC)s3)n2n1. Reaction SMILES: [C:29]([O-:30])(=[O:31])[CH3:32].[C:33]([O-:34])(=[O:35])[CH3:36].[CH2:1]([CH3:2])[c:3]1[s:4][c:5](-[c:8]2[cH:9][c:10](-[c:18]3[cH:19][n:20][cH:21][cH:22][cH:23]3)[cH:11][c:12]3[n:13]2[n:14][c:15]([NH2:17])[n:16]3)[cH:6][n:7]1.[CH2:24]([CH3:25])[N:26]=[C:27]=[O:28].[CH2:37]([Sn+2:38][CH2:39][CH2:40][CH2:41][CH3:42])[CH2:43][CH2:44][CH3:45].[CH3:46][c:47]1[cH:48][cH:49][cH:50][cH:51][cH:52]1>>[CH2:1]([CH3:2])[c:3]1[s:4][c:5](-[c:8]2[cH:9][c:10](-[c:18]3[cH:19][n:20][cH:21][cH:22][cH:23]3)[cH:11][c:12]3[n:13]2[n:14][c:15]([NH:17][C:27]([NH:26][CH2:24][CH3:25])=[O:28])[n:16]3)[cH:6][n:7]1. Reactants: Cl (hydrochloric acid), OS(=O)(=O)O (H2SO4), [Na+].[Cl-] (NaCl), CC(=O)C=1C=CC(=C(C1)O)O (3,4-dihydroxyacetophenone), OC1=C(C=O)C=CC(=C1)O (2,4-dihydroxybenzaldehyde). Solvent: C(C)(=O)OCC (ethyl acetate). Conditions: time 1 hour. Product: [Cl-].OC=1C=C(C2=[O+]C3=CC(=CC=C3C=C2)O)C=CC1O (3′,4′,7-trihydroxyflavylium chloride). Yield: 75.0%. As a reaction SMILES: [ClH:1].OS(O)(=O)=O.[Na+].[Cl-].[CH3:9][C:10]([C:12]1[CH:13]=[CH:14][C:15]([OH:19])=[C:16]([OH:18])[CH:17]=1)=[O:11].O[C:21]1[CH:28]=[C:27]([OH:29])[CH:26]=[CH:25][C:22]=1[CH:23]=O>C(OCC)(=O)C>[Cl-:1].[OH:18][C:16]1[CH:17]=[C:12]([CH:13]=[CH:14][C:15]=1[OH:19])[C:10]1[CH:9]=[CH:23][C:22]2[C:25](=[CH:26][C:27]([OH:29])=[CH:28][CH:21]=2)[O+:11]=1 |f:2.3,7.8|. Procedure details: At 0° C., hydrochloric acid (generated by dropwise addition of H2SO4 to NaCl) was bubbled in a two-necked flask containing 12 g (0.079 mol) of 3,4-dihydroxyacetophenone, 10.88 g (0.079 mol) of 2,4-dihydroxybenzaldehyde and 100 ml of ethyl acetate distilled beforehand. The product started to precipitate after 30 minutes. The bubbling was continued for another 1 hour and then the reaction was stopped. The solution was kept at −18° C. for 3 days and then it was filtered. The filtrate was evaporated... The reactants are Cl.C(C)OC(=O)C=1CNCCC1 (1,2,5,6-tetrahydropyridine-3-carboxylic acid ethyl ester hydrochloride), C(C)N(C(C)C)C(C)C (N-ethyl-N,N-diisopropylamine), C1(=CC=C(C=C1)S(=O)(=O)OCCC1COC2=CC=CC=C2C1)C (3-[2-(p-toluenesulphonyloxy)ethyl]chroman). Run in CN(C=O)C (dimethylformamide). Run at time 16 hour. The product is C(C)OC(=O)C=1CN(CCC1)CCC1COC2=CC=CC=C2C1 (1-[2-(chroman-3-yl)ethyl]-1,2,5,6-tetrahydropyridine-3-carboxylic acid ethyl ester). Isolated yield 52.3%. Reaction SMILES: Cl.[CH2:2]([O:4][C:5]([C:7]1[CH2:8][NH:9][CH2:10][CH2:11][CH:12]=1)=[O:6])[CH3:3].C(N(C(C)C)C(C)C)C.C1(C)C=CC(S(O[CH2:32][CH2:33][CH:34]2[CH2:43][C:42]3[C:37](=[CH:38][CH:39]=[CH:40][CH:41]=3)[O:36][CH2:35]2)(=O)=O)=CC=1>CN(C)C=O>[CH2:2]([O:4][C:5]([C:7]1[CH2:8][N:9]([CH2:32][CH2:33][CH:34]2[CH2:43][C:42]3[C:37](=[CH:38][CH:39]=[CH:40][CH:41]=3)[O:36][CH2:35]2)[CH2:10][CH2:11][CH:12]=1)=[O:6])[CH3:3] |f:0.1|. Procedure: First 2.1 g (11 mmol) of 1,2,5,6-tetrahydropyridine-3-carboxylic acid ethyl ester hydrochloride and then 4.53 g (35 mmol) of N-ethyl-N,N-diisopropylamine are added to a solution of 3.32 g (10 mmol) of 3-[2-(p-toluenesulphonyloxy)ethyl]chroman in 50 ml of absolute dimethylformamide. The mixture is stirred for 16 hours at 60° and, after cooling, is concentrated by evaporation under a high vacuum. Water is added to the oily residue and extraction is carried out with diethyl ether. The combined orga... Reactants: CO, COC(=O)c1ccc(C2CCN(c3ccc4nnc(C(F)(F)F)n4n3)CC2)cc1, [Li+], [OH-], O, O. The product is O=C(O)c1ccc(C2CCN(c3ccc4nnc(C(F)(F)F)n4n3)CC2)cc1. Reaction SMILES: [CH3:33][OH:34].[F:4][C:5]([c:6]1[n:7][n:8][c:9]2[n:10]1[n:11][c:12]([N:15]1[CH2:16][CH2:17][CH:18]([c:21]3[cH:22][cH:23][c:24]([C:25](=[O:26])[O:27][CH3:28])[cH:29][cH:30]3)[CH2:19][CH2:20]1)[cH:13][cH:14]2)([F:31])[F:32].[Li+:3].[OH-:2].[OH2:1].[OH2:35]>>[F:4][C:5]([c:6]1[n:7][n:8][c:9]2[n:10]1[n:11][c:12]([N:15]1[CH2:16][CH2:17][CH:18]([c:21]3[cH:22][cH:23][c:24]([C:25](=[O:26])[OH:27])[cH:29][cH:30]3)[CH2:19][CH2:20]1)[cH:13][cH:14]2)([F:31])[F:32]. Starting materials: BrC=1C=C2/C(/C(NC(C2=CC1)=O)=O)=C/NC=1C=NC(=C(C1)C)C1C[C@H](N[C@H](C1)C)C ((4Z)-6-Bromo-4-[({6-[(2R,6S)-2,6-dimethylpiperidin-4-yl]-5-methylpyridin-3-yl}amino)methylene]isoquinoline-1,3(2H,4H)-dione), BrC=1C=C2C(C(NC(C2=CC1)=O)=O)=CNC1=CC=C(C=C1)N1CC(NC(C1)C)C (6-bromo-4-({[4-(3,5-dimethylpiperazin-1-yl)phenyl]amino}methylene)isoquinoline-1,3(2H,4H)-dione). The product is solid, BrC=1C=C2\C(\C(NC(C2=CC1)=O)=O)=C/OC ((4E)-6-bromo-4-(methoxymethylene)isoquinoline-1,3(2H,4H)-dione). The yield is 86.0%. As a reaction SMILES: [Br:1][C:2]1[CH:3]=[C:4]2[C:9](=[CH:10][CH:11]=1)[C:8](=[O:12])[NH:7][C:6](=[O:13])/[C:5]/2=[CH:14]\NC1C=NC(C2C[C@H](C)N[C@H](C)C2)=C(C)C=1.BrC1C=C2C(=CC=1)[C:38](=[O:42])NC(=O)C2=CNC1C=CC(N2CC(C)NC(C)C2)=CC=1>>[Br:1][C:2]1[CH:3]=[C:4]2[C:9](=[CH:10][CH:11]=1)[C:8](=[O:12])[NH:7][C:6](=[O:13])/[C:5]/2=[CH:14]/[O:42][CH3:38]. Procedure details: Using the procedure described for the preparation of 4Z)-6-bromo-4-({[4-(3,5-dimethylpiperazin-1-yl)phenyl]amino}methylene)isoquinoline-1,3(2H,4H)-dione, 900 mg (86% yield) of solid is obtained from 630 mg (2.23 mmol) of (4E)-6-bromo-4-(methoxymethylene)isoquinoline-1,3(2H,4H)-dione, and 0.14 g (0.608 mmol) of 6-[(2R,6S)-2,6-dimethylpiperidin-4-yl]-5-methylpyridin-3-yl}amine; mp: 194-195° C.; The reactants are CC(C)(C)OC(=O)c1ccc(CNS(=O)(=O)c2ccccc2[N+](=O)[O-])cc1, [H][H], C1CCOC1. The product is CC(C)(C)OC(=O)c1ccc(CNS(=O)(=O)c2ccccc2N)cc1. RXN SMILES: [C:1]([CH3:2])([CH3:3])([CH3:4])[O:5][C:6]([c:7]1[cH:8][cH:9][c:10]([CH2:13][NH:14][S:15](=[O:16])(=[O:17])[c:18]2[c:19]([N+:24]([O-:25])=[O:26])[cH:20][cH:21][cH:22][cH:23]2)[cH:11][cH:12]1)=[O:27].[H:28][H:29].[O:30]1[CH2:31][CH2:32][CH2:33][CH2:34]1>>[C:1]([CH3:2])([CH3:3])([CH3:4])[O:5][C:6]([c:7]1[cH:8][cH:9][c:10]([CH2:13][NH:14][S:15](=[O:16])(=[O:17])[c:18]2[c:19]([NH2:24])[cH:20][cH:21][cH:22][cH:23]2)[cH:11][cH:12]1)=[O:27].